From a dataset of the Open Reaction Database (ORD), a public repository of structured organic reaction records. describe an organic reaction: reactants, conditions, products, and yield Reactants: solution, Cl[Mg]CC (chloro(ethyl)magnesium), ClC=1C=2N(C(=C(C1)C(=O)N(C)OC)C1=CC(=CC=C1)F)C=NC2 (8-chloro-5-(3-fluorophenyl)-N-methoxy-N-methylimidazo[1,5-a]pyridine-6-carboxamide). Solvent: O1CCCC1 (tetrahydrofuran), O1CCCC1 (tetrahydrofuran). Conditions: temperature 0 celsius, time 3 hour. Product: ClC=1C=2N(C(=C(C1)C(CC)=O)C1=CC(=CC=C1)F)C=NC2 (1-[8-Chloro-5-(3-fluorophenyl)imidazo[1,5-a]pyridine-6-yl]propan-1-one). Isolated yield 49.0%. RXN SMILES: [Cl:1][C:2]1[C:3]2[N:4]([CH:21]=[N:22][CH:23]=2)[C:5]([C:14]2[CH:19]=[CH:18][CH:17]=[C:16]([F:20])[CH:15]=2)=[C:6]([C:8](N(OC)C)=[O:9])[CH:7]=1.Cl[Mg][CH2:26][CH3:27]>O1CCCC1>[Cl:1][C:2]1[C:3]2[N:4]([CH:21]=[N:22][CH:23]=2)[C:5]([C:14]2[CH:19]=[CH:18][CH:17]=[C:16]([F:20])[CH:15]=2)=[C:6]([C:8](=[O:9])[CH2:26][CH3:27])[CH:7]=1. Procedure: To a solution of 8-chloro-5-(3-fluorophenyl)-N-methoxy-N-methylimidazo[1,5-a]pyridine-6-carboxamide (300 mg, 0.91 mmol) in tetrahydrofuran (3.0 mL) cooled at 0° C., a 2 M solution of chloro(ethyl)magnesium in tetrahydrofuran (1.6 mL, 3.2 mmol) was added slowly and the mixture was stirred for 3 hours at 0° C. The reaction was quenched with acetic acid (0.5 mL), poured into saturated sodium bicarbonate (25 mL) and extracted with ethyl acetate. The extracts were washed with brine, dried over sodium... Reactants: [OH-].[K+] (KOH), CS(=O)(=O)OCCNS(=O)(=O)C1=C(C=CC=C1)[N+](=O)[O-] (2-{[(2-Nitrophenyl)sulfonyl]amino}ethyl methanesulfonate), [OH-].[K+] (KOH), C(Cl)Cl.C(C)(=O)OCC (CH2Cl2 ethyl acetate). Run in O (water), C(C)(=O)OCC (ethyl acetate). Product: [N+](=O)([O-])C1=C(C=CC=C1)S(=O)(=O)N1CC1 (1-[(2-Nitrophenyl)sulfonyl]aziridine). RXN SMILES: [OH-].[K+].CS(O[CH2:8][CH2:9][NH:10][S:11]([C:14]1[CH:19]=[CH:18][CH:17]=[CH:16][C:15]=1[N+:20]([O-:22])=[O:21])(=[O:13])=[O:12])(=O)=O.C(Cl)Cl.C(OCC)(=O)C>O.C(OCC)(=O)C>[N+:20]([C:15]1[CH:16]=[CH:17][CH:18]=[CH:19][C:14]=1[S:11]([N:10]1[CH2:8][CH2:9]1)(=[O:13])=[O:12])([O-:22])=[O:21] |f:0.1,3.4|. Procedure details: A solution of KOH (1.73 g, 31 mmol) in water (50 mL) was added to a solution of compound 55 (10 g, 31 mmol) in ethyl acetate (100 mL). The aqueous layer stained in yellow. The mixture was stirred at room temperature for 1 h (TLC monitoring, eluent: CH2Cl2-ethyl acetate, 1:1). If necessary, additional portions of KOH solution (0.5 eq.) were added. The organic layer was separated, washed thoroughly with water, a solution of citric acid (to pH 7), again with water, dried over Na2SO4, and evaporated...